Dataset: the Open Reaction Database (ORD), a public repository of structured organic reaction records. Task: describe an organic reaction: reactants, conditions, products, and yield Starting materials: solid, BrC1=CC(=CC=2C(=C3N(C12)CCNC3=O)C)F (6-bromo-8-fluoro-10-methyl-3,4-dihydro-2H-pyrazino[1,2-a]indol-1-one), BrC1=CC(=CC=2C(=C3N(C12)CCNC3=O)C)F (6-bromo-8-fluoro-10-methyl-3,4-dihydro-2H-pyrazino[1,2-a]indol-1-one), B(C=1C=CC(=CC1)C)(O)O (p-tolylboronic acid). Yields the product FC1=CC=2C(=C3N(C2C(=C1)C1=CC=C(C=C1)C)CCNC3=O)C (8-Fluoro-10-methyl-6-p-tolyl-3,4-dihydro-2H-pyrazino[1,2-a]indol-1-one). As a reaction SMILES: Br[C:2]1[C:10]2[N:9]3[CH2:11][CH2:12][NH:13][C:14](=[O:15])[C:8]3=[C:7]([CH3:16])[C:6]=2[CH:5]=[C:4]([F:17])[CH:3]=1.B(O)(O)[C:19]1[CH:20]=[CH:21][C:22]([CH3:25])=[CH:23][CH:24]=1>>[F:17][C:4]1[CH:3]=[C:2]([C:19]2[CH:24]=[CH:23][C:22]([CH3:25])=[CH:21][CH:20]=2)[C:10]2[N:9]3[CH2:11][CH2:12][NH:13][C:14](=[O:15])[C:8]3=[C:7]([CH3:16])[C:6]=2[CH:5]=1. Procedure details: The title compound, off-white solid (66 mg, 86%), MS (ISP) m/z=309.5 [(M+H)+], mp 226° C., was prepared in accordance with the general method of example 1 from 6-bromo-8-fluoro-10-methyl-3,4-dihydro-2H-pyrazino[1,2-a]indol-1-one (intermediate 14) (74.3 mg, 0.25 mmol) and commercially available p-tolylboronic acid (44.2 mg, 0.325 mmol). Reactants: Cl.Cl.NC1=C(C=NN1C)CCCN (3-(5-amino-1-methylpyrazol-4-yl)propylamine dihydrochloride), C[O-].[Na+] (sodium methoxide). The solvent is CO (methanol), CO (methanol). The product is NC1=C(C=NN1C)CCCNC=O (N-[3-(5-amino-1-methylpyrazol-4-yl)propyl]formamide). As a reaction SMILES: Cl.Cl.[NH2:3][C:4]1[N:8]([CH3:9])[N:7]=[CH:6][C:5]=1[CH2:10][CH2:11][CH2:12][NH2:13].[CH3:14][O-:15].[Na+]>CO>[NH2:3][C:4]1[N:8]([CH3:9])[N:7]=[CH:6][C:5]=1[CH2:10][CH2:11][CH2:12][NH:13][CH:14]=[O:15] |f:0.1.2,3.4|. Procedure details: To a solution of 3-(5-amino-1-methylpyrazol-4-yl)propylamine dihydrochloride (9.3 g, 40 mmol) in methanol (80 ml) was added 28% sodium methoxide solution in methanol (15.9 g). The mixture was filtered through Celite, and the filtrate was concentrated in vacuo. A solution of the oily residue in ethyl formate (60 g) was stirred under reflux for 20 hours. After cooling, to the reaction mixture was added chloroform. The mixture was filtered through Celite, and the filtrate was concentrated in vacuo.... Starting materials: C[O-].[Na+] (sodium methoxide), ClC1=C(OCC(=O)O)C=CC(=C1Cl)C(C(C)=C)=O ([2,3-dichloro-4-(2-methylene-1-oxopropyl)phenoxy]acetic acid), C(C)O (ethanol). The solvent is C(CC(=O)C)(=O)OCC (ethyl acetoacetate). The product is ClC1=C(OCC(=O)O)C=CC(=C1Cl)C1=CC(CCC1C)=O ([2,3-dichloro-4-(6-methyl-3-oxo-1-cyclohexen-1-yl)phenoxy]acetic acid). Reaction SMILES: [CH3:1][O-].[Na+].[Cl:4][C:5]1[C:15]([Cl:16])=[C:14]([C:17](=O)[C:18](=[CH2:20])[CH3:19])[CH:13]=[CH:12][C:6]=1[O:7][CH2:8][C:9]([OH:11])=[O:10].[CH2:22]([OH:24])[CH3:23]>C(OCC)(=O)CC(C)=O>[Cl:4][C:5]1[C:15]([Cl:16])=[C:14]([C:17]2[CH:18]([CH3:20])[CH2:19][CH2:1][C:22](=[O:24])[CH:23]=2)[CH:13]=[CH:12][C:6]=1[O:7][CH2:8][C:9]([OH:11])=[O:10] |f:0.1|. Procedure details: To a stirred solution of sodium methoxide (2.0 g, 0.037 mole) in ethanol (60 ml) and ethyl acetoacetate (4.86 ml) was added [2,3-dichloro-4-(2-methylene-1-oxopropyl)phenoxy]acetic acid (4.8 g, 0.017 mole). The reaction mixture was heated at reflux for 3 hours then the solvent was distilled at reduced pressure. The residue was dissolved in water, acidified with hydrochloric acid, extracted with ether, washed with water, extracted in sodium bicarbonate and acidified to get a precipitate which was ... Reactants: 26, [N+](=O)([O-])C1=C(C=CC(=C1)C(F)(F)F)NCCCO (3-{[2-nitro-4-(trifluoromethyl)phenyl]amino}-1-propanol), S(=O)(Cl)Cl (sulfinyl chloride). The solvent is ClC(Cl)Cl (trichloromethane). Reaction conditions: time 8 hour. Yields the product ClCCCNC1=C(C=C(C=C1)C(F)(F)F)[N+](=O)[O-] (N-(3-chloropropyl)-2-nitro-4-(trifluoromethyl)benzenamine). As a reaction SMILES: [N+:1]([C:4]1[CH:9]=[C:8]([C:10]([F:13])([F:12])[F:11])[CH:7]=[CH:6][C:5]=1[NH:14][CH2:15][CH2:16][CH2:17]O)([O-:3])=[O:2].S(Cl)([Cl:21])=O>ClC(Cl)Cl>[Cl:21][CH2:17][CH2:16][CH2:15][NH:14][C:5]1[CH:6]=[CH:7][C:8]([C:10]([F:13])([F:12])[F:11])=[CH:9][C:4]=1[N+:1]([O-:3])=[O:2]. Procedure details: To a stirred mixture of 26 parts of 3-{[2-nitro-4-(trifluoromethyl)phenyl]amino}-1-propanol and 150 parts of trichloromethane are added dropwise 40 parts of sulfinyl chloride. Upon completion, stirring is continued overnight at reflux temperature. The reaction mixture is evaporated. The residue is purified by column-chromatography over silica gel using a mixture of trichloromethane and methanol (95:5) as eluent. The pure fractions are collected and the eluent is evaporated, yielding N-(3-chlorop... Starting materials: B, C1CCOC1, CSC, CS(=O)(=O)O, CC(C)O, N, NC(=CC(=O)N1CCn2c(nnc2C(F)(F)F)C1)Cc1cc(F)c(F)cc1F, O. Yields the product NC(CC(=O)N1CCn2c(nnc2C(F)(F)F)C1)Cc1cc(F)c(F)cc1F. As a reaction SMILES: [BH3:4].[CH2:39]1[O:40][CH2:41][CH2:42][CH2:43]1.[CH3:1][S:2][CH3:3].[CH3:5][S:6](=[O:7])(=[O:8])[OH:9].[CH:45]([OH:46])([CH3:47])[CH3:48].[NH3:38].[O:10]=[C:11]([CH:12]=[C:13]([CH2:14][c:15]1[c:16]([F:23])[cH:17][c:18]([F:22])[c:19]([F:21])[cH:20]1)[NH2:24])[N:25]1[CH2:26][c:27]2[n:28]([c:31]([C:34]([F:35])([F:36])[F:37])[n:32][n:33]2)[CH2:29][CH2:30]1.[OH2:44]>>[O:10]=[C:11]([CH2:12][CH:13]([CH2:14][c:15]1[c:16]([F:23])[cH:17][c:18]([F:22])[c:19]([F:21])[cH:20]1)[NH2:24])[N:25]1[CH2:26][c:27]2[n:28]([c:31]([C:34]([F:35])([F:36])[F:37])[n:32][n:33]2)[CH2:29][CH2:30]1. Starting materials: O=c1ccc2ccccc2n1CCCBr, CCOC(=O)C(=O)c1ccc(O)cc1, CN(C)C=O, [H-], [Na+]. Yields the product CCOC(=O)C(=O)c1ccc(OCCCn2c(=O)ccc3ccccc32)cc1. As a reaction SMILES: [Br:17][CH2:18][CH2:19][CH2:20][n:21]1[c:22](=[O:31])[cH:23][cH:24][c:25]2[cH:26][cH:27][cH:28][cH:29][c:30]12.[CH2:1]([CH3:2])[O:3][C:4]([C:5]([c:6]1[cH:7][cH:8][c:9]([OH:12])[cH:10][cH:11]1)=[O:13])=[O:14].[CH3:32][N:33]([CH3:34])[CH:35]=[O:36].[H-:15].[Na+:16]>>[CH2:1]([CH3:2])[O:3][C:4]([C:5]([c:6]1[cH:7][cH:8][c:9]([O:12][CH2:18][CH2:19][CH2:20][n:21]2[c:22](=[O:31])[cH:23][cH:24][c:25]3[cH:26][cH:27][cH:28][cH:29][c:30]23)[cH:10][cH:11]1)=[O:13])=[O:14]. Starting materials: BrC1=C(C=CC(=C1)Cl)O (2-bromo-4-chlorophenol), BrC(C(=O)OC(C)(C)C)C (2-bromopropionic acid, tert-butyl ester). Product: BrC1=C(OC(C(=O)OC(C)(C)C)C)C=CC(=C1)Cl (2-(2-Bromo-4-chlorophenoxy)-propanoic acid, 1,1-dimethylethyl ester). RXN SMILES: [Br:1][C:2]1[CH:7]=[C:6]([Cl:8])[CH:5]=[CH:4][C:3]=1[OH:9].Br[CH:11]([CH3:19])[C:12]([O:14][C:15]([CH3:18])([CH3:17])[CH3:16])=[O:13]>>[Br:1][C:2]1[CH:7]=[C:6]([Cl:8])[CH:5]=[CH:4][C:3]=1[O:9][CH:11]([CH3:19])[C:12]([O:14][C:15]([CH3:18])([CH3:17])[CH3:16])=[O:13]. Procedure: The subtitle compound was prepared by the method of example 1 step (i) using 2-bromo-4-chlorophenol and 2-bromopropionic acid, tert-butyl ester, yield 1.1 g